From a dataset of the Open Reaction Database (ORD), a public repository of structured organic reaction records. describe an organic reaction: reactants, conditions, products, and yield Reactants: C(C)(C)(C)OC(=O)N1CCC(CC1)(C(=O)O)C (1-(tert-butoxycarbonyl)-4-methylpiperidine-4-carboxylic acid), N1=CC=CC=C1 (pyridine), NC=1C=C(C=CC1)S(=O)(=O)N (3-amino-benzenesulfonamide), C(C(=O)Cl)(=O)Cl (oxalyl chloride). The reagents and catalysts are CN(C)C=O (DMF). Run in ClC(C)Cl (dichloroethane), ClCCl (dichloromethane). Reaction conditions: temperature 50 celsius, time 40 minute. Yields the product CC1(CCN(CC1)C(=O)OC(C)(C)C)C(NC1=CC(=CC=C1)S(N)(=O)=O)=O (tert-butyl 4-methyl-4-(3-sulfamoylphenylcarbamoyl)piperidine-1-carboxylate). Isolated yield 40.0%. As a reaction SMILES: [C:1]([O:5][C:6]([N:8]1[CH2:13][CH2:12][C:11]([CH3:17])([C:14]([OH:16])=O)[CH2:10][CH2:9]1)=[O:7])([CH3:4])([CH3:3])[CH3:2].N1C=CC=CC=1.C(Cl)(=O)C(Cl)=O.[NH2:30][C:31]1[CH:32]=[C:33]([S:37]([NH2:40])(=[O:39])=[O:38])[CH:34]=[CH:35][CH:36]=1>ClC(Cl)C.CN(C=O)C.ClCCl>[CH3:17][C:11]1([C:14](=[O:16])[NH:30][C:31]2[CH:36]=[CH:35][CH:34]=[C:33]([S:37](=[O:39])(=[O:38])[NH2:40])[CH:32]=2)[CH2:10][CH2:9][N:8]([C:6]([O:5][C:1]([CH3:2])([CH3:3])[CH3:4])=[O:7])[CH2:13][CH2:12]1. Procedure details: To a solution of 1-(tert-butoxycarbonyl)-4-methylpiperidine-4-carboxylic acid (60 mg, 0.25 mmol) in dichloroethane (2.0 mL) were added DMF (2 drops) and pyridine (78 mg, 0.99 mmol), followed by oxalyl chloride (31 mg, 0.25 mmol). The mixture was stirred for 40 minutes, and 3-amino-benzenesulfonamide was added. The mixture was heated at 50° C. for 3 hours, and the mixture was cooled, diluted with dichloromethane, washed twice each with sat. aq. NaHCO3 and 1.0 N aq. HCl, dried over MgSO4, and conc...